The task is: describe an organic reaction: reactants, conditions, products, and yield. This data is from the Open Reaction Database (ORD), a public repository of structured organic reaction records. Starting materials: O1C=CC2=C1C=CC(=C2)C(O)C2=CC(=C(C=C2)OC)OCC (benzofuran-5-yl-(3-ethoxy-4-methoxy-phenyl)-methanol). The reagents and catalysts are O=[Mn]=O (MnO2), O=[Mn]=O (MnO2). The solvent is C(Cl)Cl (CH2Cl2). The product is O1C=CC2=C1C=CC(=C2)C(=O)C2=CC(=C(C=C2)OC)OCC (benzofuran-5-yl-(3-ethoxy-4-methoxy-phenyl)-methanone). RXN SMILES: [O:1]1[C:5]2[CH:6]=[CH:7][C:8]([CH:10]([C:12]3[CH:17]=[CH:16][C:15]([O:18][CH3:19])=[C:14]([O:20][CH2:21][CH3:22])[CH:13]=3)[OH:11])=[CH:9][C:4]=2[CH:3]=[CH:2]1>C(Cl)Cl.O=[Mn]=O>[O:1]1[C:5]2[CH:6]=[CH:7][C:8]([C:10]([C:12]3[CH:17]=[CH:16][C:15]([O:18][CH3:19])=[C:14]([O:20][CH2:21][CH3:22])[CH:13]=3)=[O:11])=[CH:9][C:4]=2[CH:3]=[CH:2]1. Procedure details: To a stirred solution of benzofuran-5-yl-(3-ethoxy-4-methoxy-phenyl)-methanol (2.36 g crude, 6.8 mmol) in CH2Cl2 (15 mL) at room temperature was added activated MnO2 powder (6.0 g, 69 mmol) and kept adding 2˜3 equivalents of MnO2 every 3˜5 h until HPLC showed disappearance of the starting material. The black suspension was filtered through a Celite pad, concentrated in vacuo to give benzofuran-5-yl-(3-ethoxy-4-methoxy-phenyl)-methanone as an off-white solid (2.25 g, 111% crude yield). The produc... Starting materials: CC(CC(=O)C=1N=C(N2C1CN(CC2)C(=O)OC(C)(C)C)C2=CC=CC=C2)(C)C (tert-butyl 1-(3,3-dimethylbutanoyl)-3-phenyl-5,6-dihydro-imidazo[1,5-a]pyrazine-7(8H)-carboxylate), C(=O)(C(F)(F)F)O (TFA). Solvent: C(Cl)Cl (DCM). Conditions: time 2 hour. Product: FC(C(=O)O)(F)F.CC(CC(=O)C=1N=C(N2C1CNCC2)C2=CC=CC=C2)(C)C (3,3-dimethyl-1-(3-phenyl-5,6,7,8-tetrahydroimidazo-[1,5-a]pyrazin-1-yl)butan-1-one 2,2,2-trifluoroacetate), C(=O)(C(F)(F)F)O (TFA). RXN SMILES: [CH3:1][C:2]([CH3:29])([CH3:28])[CH2:3][C:4]([C:6]1[N:7]=[C:8]([C:22]2[CH:27]=[CH:26][CH:25]=[CH:24][CH:23]=2)[N:9]2[CH2:14][CH2:13][N:12](C(OC(C)(C)C)=O)[CH2:11][C:10]=12)=[O:5].[C:30]([OH:36])([C:32]([F:35])([F:34])[F:33])=[O:31]>C(Cl)Cl>[F:33][C:32]([F:35])([F:34])[C:30]([OH:36])=[O:31].[CH3:1][C:2]([CH3:29])([CH3:28])[CH2:3][C:4]([C:6]1[N:7]=[C:8]([C:22]2[CH:27]=[CH:26][CH:25]=[CH:24][CH:23]=2)[N:9]2[CH2:14][CH2:13][NH:12][CH2:11][C:10]=12)=[O:5].[C:30]([OH:36])([C:32]([F:35])([F:34])[F:33])=[O:31] |f:3.4|. Procedure details: Intermediate 26B (0.08 g, 0.20 mmol) was dissolved in DCM and TFA was added. The resulting mixture was stirred for 2 hours. The mixture was concentrated, diluted with water and acetonitrile and lyophilized to produce the desired product as a TFA salt. The residue was dissolved in methanol and filtered through a SPE SCX tube column, eluting with 2N ammonia in methanol to provide Compound 291 (0.055 g, 90%) as a free base. 1H-NMR (400 MHz, CD3OD) δ: 1.05 (s, 9H), 2.87 (s, 2H), 3.15 (t, 2H), 4.07 (... The reactants are ClCCl, O=C(O)C(F)(F)F, COC(=O)c1c(C#N)cc(NC2CCCCC2NC(=O)OC(C)(C)C)nc1Nc1ccc2cn[nH]c2c1. Product: COC(=O)c1c(C#N)cc(NC2CCCCC2N)nc1Nc1ccc2cn[nH]c2c1. As a reaction SMILES: [Cl:45][CH2:46][Cl:47].[F:38][C:39]([F:40])([F:41])[C:42]([OH:43])=[O:44].[nH:1]1[n:2][cH:3][c:4]2[cH:5][cH:6][c:7]([NH:10][c:11]3[c:12]([C:13](=[O:14])[O:15][CH3:16])[c:17]([C:36]#[N:37])[cH:18][c:19]([NH:21][CH:22]4[CH:23]([NH:28][C:29]([O:30][C:31]([CH3:32])([CH3:33])[CH3:34])=[O:35])[CH2:24][CH2:25][CH2:26][CH2:27]4)[n:20]3)[cH:8][c:9]12>>[nH:1]1[n:2][cH:3][c:4]2[cH:5][cH:6][c:7]([NH:10][c:11]3[c:12]([C:13](=[O:14])[O:15][CH3:16])[c:17]([C:36]#[N:37])[cH:18][c:19]([NH:21][CH:22]4[CH:23]([NH2:28])[CH2:24][CH2:25][CH2:26][CH2:27]4)[n:20]3)[cH:8][c:9]12. Starting materials: C1=C(C=CC=2OC3=C(C21)C=CC=C3)S(=O)(=O)O (2-Dibenzofuransulfonic acid), P(=O)(Cl)(Cl)Cl (phosphorus oxychloride). Product: C1=C(C=CC=2OC3=C(C21)C=CC=C3)S(=O)(=O)Cl (2-dibenzofuransulfonyl chloride). Isolated yield 85.0%. RXN SMILES: [CH:1]1[C:9]2[C:8]3[CH:10]=[CH:11][CH:12]=[CH:13][C:7]=3[O:6][C:5]=2[CH:4]=[CH:3][C:2]=1[S:14]([OH:17])(=O)=[O:15].P(Cl)(Cl)([Cl:20])=O>>[CH:1]1[C:9]2[C:8]3[CH:10]=[CH:11][CH:12]=[CH:13][C:7]=3[O:6][C:5]=2[CH:4]=[CH:3][C:2]=1[S:14]([Cl:20])(=[O:17])=[O:15]. Reported procedure: 2-Dibenzofuransulfonic acid (12.8 mmol) was heated at 70° C. with phosphorus oxychloride (1.30 ml, 14.0 mol) for 2 h. Excess phosphorus oxychloride was removed under reduced pressure. The residue was decomposed with ice water and extracted with ethyl acetate. The extract was washed with 5% sodium bicarbonate solution, dried over anhydrous magnesium sulfate and concentrated to yield 2.9 g crude 2-dibenzofuransulfonyl chloride. Reactants: crude product, C(C)(C)(C)OC(NC1=C(C=C(C(=C1)N(C)C)C(F)(F)F)N)=O ((2-amino-5-dimethylamino-4-trifluoromethyl-phenyl)-carbamic acid tert-butyl ester), C(C)(C)(C)OC(CC(C1=CC(=CC=C1)C1=NC=CC=N1)=O)=O (3-oxo-3-(3-pyrimidin-2-yl-phenyl)-propionic acid tert-butyl ester). Product: CN(C1=CC2=C(NC(CC(=N2)C2=CC(=CC=C2)C2=NC=CC=N2)=O)C=C1C(F)(F)F)C (7-Dimethylamino-4-(3-pyrimidin-2-yl-phenyl)-8-trifluoromethyl-1,3-dihydro-benzo[b][1,4]diazepin-2-one), solid. As a reaction SMILES: C(OC(=O)[NH:7][C:8]1[CH:13]=[C:12]([N:14]([CH3:16])[CH3:15])[C:11]([C:17]([F:20])([F:19])[F:18])=[CH:10][C:9]=1[NH2:21])(C)(C)C.C(O[C:28](=[O:44])[CH2:29][C:30](=O)[C:31]1[CH:36]=[CH:35][CH:34]=[C:33]([C:37]2[N:42]=[CH:41][CH:40]=[CH:39][N:38]=2)[CH:32]=1)(C)(C)C>>[CH3:15][N:14]([CH3:16])[C:12]1[C:11]([C:17]([F:18])([F:19])[F:20])=[CH:10][C:9]2[NH:21][C:28](=[O:44])[CH2:29][C:30]([C:31]3[CH:36]=[CH:35][CH:34]=[C:33]([C:37]4[N:38]=[CH:39][CH:40]=[CH:41][N:42]=4)[CH:32]=3)=[N:7][C:8]=2[CH:13]=1. Procedure details: The title compound was prepared from (2-amino-5-dimethylamino-4-trifluoromethyl-phenyl)-carbamic acid tert-butyl ester (Example J1) (160 mg, 0.5 mmol) and 3-oxo-3-(3-pyrimidin-2-yl-phenyl)-propionic acid tert-butyl ester (Example K44) (179 mg, 0.6 mmol) according to the general procedure M and subsequent treatment of the crude product according to the general procedure N. Obtained as a light yellow solid (43 mg).